This data is from the Open Reaction Database (ORD), a public repository of structured organic reaction records. The task is: describe an organic reaction: reactants, conditions, products, and yield Reactants: O=C([O-])[O-], CSc1cc(C)nc(SC)c1NC(=O)CBr, CC#N, Cl, Cl, Cl, [K+], [K+], O, c1ccc2[nH]c(SCCN3CCNCC3)nc2c1. The product is CSc1cc(C)nc(SC)c1NC(=O)CN1CCN(CCSc2nc3ccccc3[nH]2)CC1. Reaction SMILES: [C:22](=[O:23])([O-:24])[O-:25].[CH3:28][S:29][c:30]1[n:31][c:32]([CH3:43])[cH:33][c:34]([S:41][CH3:42])[c:35]1[NH:36][C:37]([CH2:38][Br:39])=[O:40].[CH3:44][C:45]#[N:46].[ClH:1].[ClH:2].[ClH:3].[K+:26].[K+:27].[OH2:47].[n:4]1[c:5]([S:13][CH2:14][CH2:15][N:16]2[CH2:17][CH2:18][NH:19][CH2:20][CH2:21]2)[nH:6][c:7]2[c:8]1[cH:9][cH:10][cH:11][cH:12]2>>[n:4]1[c:5]([S:13][CH2:14][CH2:15][N:16]2[CH2:17][CH2:18][N:19]([CH2:38][C:37]([NH:36][c:35]3[c:30]([S:29][CH3:28])[n:31][c:32]([CH3:43])[cH:33][c:34]3[S:41][CH3:42])=[O:40])[CH2:20][CH2:21]2)[nH:6][c:7]2[c:8]1[cH:9][cH:10][cH:11][cH:12]2. Reactants: NC1=C2N=C(NC2=NC(=N1)SCC1=C(C(=CC=C1)F)F)NC(OCC)=O (Ethyl 6-amino-2-[(2,3-difluorobenzyl)thio]-9H-purin-8-ylcarbamate), C(Br)(Br)Br (bromoform), N(=O)OCCC(C)C (iso-amyl nitrite). The product is BrC1=C2N=C(NC2=NC(=N1)SCC1=C(C(=CC=C1)F)F)NC(OCC)=O (Ethyl 6-bromo-2-[(2,3-difluorobenzyl)thio]-9H-purin-8-ylcarbamate). As a reaction SMILES: N[C:2]1[N:10]=[C:9]([S:11][CH2:12][C:13]2[CH:18]=[CH:17][CH:16]=[C:15]([F:19])[C:14]=2[F:20])[N:8]=[C:7]2[C:3]=1[N:4]=[C:5]([NH:21][C:22](=[O:26])[O:23][CH2:24][CH3:25])[NH:6]2.N(OCCC(C)C)=O.C(Br)(Br)[Br:36]>>[Br:36][C:2]1[N:10]=[C:9]([S:11][CH2:12][C:13]2[CH:18]=[CH:17][CH:16]=[C:15]([F:19])[C:14]=2[F:20])[N:8]=[C:7]2[C:3]=1[N:4]=[C:5]([NH:21][C:22](=[O:26])[O:23][CH2:24][CH3:25])[NH:6]2. Procedure: The product of example 5, step (d) (1 g) was dissolved in bromoform (14 ml) and iso-amyl nitrite (0.1 ml) and heated at 40° C. for 5 hr. The reaction mixture was then evaporated to dryness and purified by flash chromatography on silica gel with 20% ethyl acetate in dichloromethane, yielding the subtitled compound as a yellow solid (208 mg). The solvent is CN(C)C=O (DMF). Conditions: time 5 minute. The product is C(#N)C1=C(C(=O)N2C=CC3=CC(=CC=C23)CN2C(=NC=3C2=NC(=CC3C)C)CC)C=CC=C1 (3-[N-(2-cyanobenzoyl)-5-indolyl]methyl-5,7-dimethyl-2-ethyl-3H-imidazo[4,5-b]pyridine). RXN SMILES: [NH:1]1[C:9]2[C:4](=[CH:5][C:6]([CH2:10][N:11]3[C:15]4=[N:16][C:17]([CH3:21])=[CH:18][C:19]([CH3:20])=[C:14]4[N:13]=[C:12]3[CH2:22][CH3:23])=[CH:7][CH:8]=2)[CH:3]=[CH:2]1.[H-].[Na+].[C:26]([C:28]1[CH:36]=[CH:35][CH:34]=[CH:33][C:29]=1[C:30](Cl)=[O:31])#[N:27]>CN(C=O)C>[C:26]([C:28]1[CH:36]=[CH:35][CH:34]=[CH:33][C:29]=1[C:30]([N:1]1[C:9]2[C:4](=[CH:5][C:6]([CH2:10][N:11]3[C:15]4=[N:16][C:17]([CH3:21])=[CH:18][C:19]([CH3:20])=[C:14]4[N:13]=[C:12]3[CH2:22][CH3:23])=[CH:7][CH:8]=2)[CH:3]=[CH:2]1)=[O:31])#[N:27] |f:1.2|. The reactants are N1C=CC2=CC(=CC=C12)CN1C(=NC=2C1=NC(=CC2C)C)CC (3-(5-indolyl)methyl-5,7-dimethyl-2-ethyl-3H-imidazo[4,5-b]pyridine), [H-].[Na+] (NaH), resultant solution, C(#N)C1=C(C(=O)Cl)C=CC=C1 (2-cyanobenzoyl chloride). Procedure: To a solution of the product of Example 2, Step A (250 mg, 0.82 mmol) in 3 mL of DMF was added 60% NaH (39 mg, 1 mmol, 1.2 eq). After stirring for 5 minutes, 2-cyanobenzoyl chloride (204 mg, 1.23 mmol, 1.5 eq) was added to the reaction mixture. The resultant solution was stirred for 16 hours and the DMF removed in vacuo. The resultant oil was flash chromatographed with 2:1 hexane/ethyl acetate to yield the titled compound (292 mg, 82%). Isolated yield 82.1%. Starting materials: FC(C=1C=C(C=CC1)CC(=O)O)(F)F (3-trifluoromethylphenylacetic acid), C(CCCCCCC)O (n-octanol), C1(=CC=C(C=C1)S(=O)(=O)O)C (p-toluenesulphonic acid). The solvent is C1=CC=CC=C1 (benzene). Yields the product FC(C=1C=C(C=CC1)CC(=O)OCCCCCCCC)(F)F (n-octyl 3-trifluoromethylphenylacetate). RXN SMILES: [F:1][C:2]([F:14])([F:13])[C:3]1[CH:4]=[C:5]([CH2:9][C:10]([OH:12])=[O:11])[CH:6]=[CH:7][CH:8]=1.[CH2:15](O)[CH2:16][CH2:17][CH2:18][CH2:19][CH2:20][CH2:21][CH3:22].C1(C)C=CC(S(O)(=O)=O)=CC=1>C1C=CC=CC=1>[F:1][C:2]([F:13])([F:14])[C:3]1[CH:4]=[C:5]([CH2:9][C:10]([O:12][CH2:15][CH2:16][CH2:17][CH2:18][CH2:19][CH2:20][CH2:21][CH3:22])=[O:11])[CH:6]=[CH:7][CH:8]=1. Procedure: A mixture of 3-trifluoromethylphenylacetic acid (150.0 g), n-octanol (130.0 g), p-toluenesulphonic acid (9.5 g) and benzene (800 ml) is refluxed for 7 hours with a Dean-Stark separator. The solution is washed with a 10% aqueous solution of sodium carbonate (3×500 ml) and with water (3×500 ml). After drying over magnesium sulphate, the solvent is evaporated in vacuo. The residue is distilled (95°-97°/2·10-2Torr) to yield n-octyl 3-trifluoromethylphenylacetate. Reactants: OC1=C(N=NC2=CC=CC=C12)C(=O)OC (4-Hydroxy-cinnoline-3-carboxylic acid, methyl ester), NC1=NC=CC=C1 (2-aminopyridine). Run in polyphosphoric acid. Reaction conditions: temperature 150 celsius, time 10 hour. Yields the product OC1=C(N=NC2=CC=CC=C12)C(=O)NC1=NC=CC=C1 (4-hydroxy-N-(2-pyridyl)-cinnoline-3-carboxamide). As a reaction SMILES: [OH:1][C:2]1[C:11]2[C:6](=[CH:7][CH:8]=[CH:9][CH:10]=2)[N:5]=[N:4][C:3]=1[C:12]([O:14]C)=O.[NH2:16][C:17]1[CH:22]=[CH:21][CH:20]=[CH:19][N:18]=1>>[OH:1][C:2]1[C:11]2[C:6](=[CH:7][CH:8]=[CH:9][CH:10]=2)[N:5]=[N:4][C:3]=1[C:12]([NH:16][C:17]1[CH:22]=[CH:21][CH:20]=[CH:19][N:18]=1)=[O:14]. Procedure: 4-Hydroxy-cinnoline-3-carboxylic acid, methyl ester (6 g), prepared accoring to J. Chem. Soc. 687 (1968), is reacted with 2-aminopyridine (16.6 g, stepwise added) in polyphosphoric acid (300 g:160 g of H3PO4 and 140 g of P2O5) under stirring at 150° C. for 10 hours. After cooling, dilution with ice water and neutralization with 35% NaOH, the precipitate is filtered and washed with water. Crystallization from dimethylformamide gives 4.9 g of 4-hydroxy-N-(2-pyridyl)-cinnoline-3-carboxamide, m.p. 3... The reactants are CC=1C=C(C(=O)N)C=CC1N1N=C(C=2C1=NC=CC2N2C=NC(=C2)C=2C=NN(C2)C)C(F)(F)F (3-Methyl-4-{4-(4-(1-methyl-1H-pyrazol-4-yl)-1H-imidazol-1-yl)-3-(trifluoromethyl)-1H-pyrazolo[3,4-b]pyridin-1-yl}benzamide), NC=1C=C(C(=O)N)C=CC1N1N=C(C=2C1=NC=CC2I)C(F)(F)F (3-Amino-4-{4-iodo-3-(trifluoromethyl)-1H-pyrazolo[3,4-b]pyridin-1-yl}benzamide). Yields the product NC=1C=C(C(=O)N)C=CC1N1N=C(C=2C1=NC=CC2N2C=NC(=C2)C=2C=NN(C2)C)C(F)(F)F (3-Amino-4-{4-(4-(1-methyl-1H-pyrazol-4-yl)-1H-imidazol-1-yl)-3-(trifluoromethyl)-1H-pyrazolo[3,4-b]pyridin-1-yl}benzamide). RXN SMILES: C[C:2]1[CH:3]=[C:4]([CH:8]=[CH:9][C:10]=1[N:11]1[C:15]2=[N:16][CH:17]=[CH:18][C:19]([N:20]3[CH:24]=[C:23]([C:25]4[CH:26]=[N:27][N:28]([CH3:30])[CH:29]=4)[N:22]=[CH:21]3)=[C:14]2[C:13]([C:31]([F:34])([F:33])[F:32])=[N:12]1)[C:5]([NH2:7])=[O:6].[NH2:35]C1C=C(C=CC=1N1C2=NC=CC(I)=C2C(C(F)(F)F)=N1)C(N)=O>>[NH2:35][C:2]1[CH:3]=[C:4]([CH:8]=[CH:9][C:10]=1[N:11]1[C:15]2=[N:16][CH:17]=[CH:18][C:19]([N:20]3[CH:24]=[C:23]([C:25]4[CH:26]=[N:27][N:28]([CH3:30])[CH:29]=4)[N:22]=[CH:21]3)=[C:14]2[C:13]([C:31]([F:33])([F:34])[F:32])=[N:12]1)[C:5]([NH2:7])=[O:6]. Procedure: According to Example 99(2), compound (155) (0.040 g, 36%) was prepared using compound (158b) (0.090 g) instead of compound (99a). Starting materials: C(C)C1=NNC(=C1[N+](=O)[O-])C(=O)N (3-ethyl-4-nitro-1H-pyrazole-5-carboxamide), C([O-])([O-])=O.[K+].[K+] (potassium carbonate), C([O-])([O-])=O.[Cs+].[Cs+] (cesium carbonate), ClCCN1CCOCC1 (4(2-chloroethyl)morpholine), Cl (HCl). Yields the product C(C)C1=NN(C(=C1[N+](=O)[O-])C(=O)N)CCN1CCOCC1 (3-ethyl-1-[2-(4-morpholinyl)ethyl]-4-nitro-1H-pyrazole-5-carboxamide), coloured crystals. RXN SMILES: [CH2:1]([C:3]1[C:7]([N+:8]([O-:10])=[O:9])=[C:6]([C:11]([NH2:13])=[O:12])[NH:5][N:4]=1)[CH3:2].C(=O)([O-])[O-].[K+].[K+].C(=O)([O-])[O-].[Cs+].[Cs+].Cl[CH2:27][CH2:28][N:29]1[CH2:34][CH2:33][O:32][CH2:31][CH2:30]1.Cl>>[CH2:1]([C:3]1[C:7]([N+:8]([O-:10])=[O:9])=[C:6]([C:11]([NH2:13])=[O:12])[N:5]([CH2:27][CH2:28][N:29]2[CH2:34][CH2:33][O:32][CH2:31][CH2:30]2)[N:4]=1)[CH3:2] |f:1.2.3,4.5.6|. Procedure: A mixture of 3-ethyl-4-nitro-1H-pyrazole-5-carboxamide (prepared as in WO 98/49166) (20.0 g, 0.11 mol), potassium carbonate (29.9 g, 0.22 mmol) and cesium carbonate (7.08 g, 21.7 mmol) were stirred together at room temperature. After 15 minutes 4(2-chloroethyl)morpholine.HCl (22.2 g, 0.12 mol) was added and the reaction mixture was heated at 55° C. for 16 h. The reaction mixture was concentrated in vacuo, and then partitioned between water (500 mL) and ethyl acetate (350 mL). Solid sodium carbon... Reactants: CC(C)C1=CCC(C)(C)c2cc(O)c(Br)cc21, CCCCCCI. Yields the product CCCCCCOc1cc2c(cc1Br)C(C(C)C)=CCC2(C)C. Reaction SMILES: [Br:1][c:2]1[c:3]([OH:17])[cH:4][c:5]2[c:10]([cH:11]1)[C:9]([CH:12]([CH3:13])[CH3:14])=[CH:8][CH2:7][C:6]2([CH3:15])[CH3:16].[I:18][CH2:19][CH2:20][CH2:21][CH2:22][CH2:23][CH3:24]>>[Br:1][c:2]1[c:3]([O:17][CH2:19][CH2:20][CH2:21][CH2:22][CH2:23][CH3:24])[cH:4][c:5]2[c:10]([cH:11]1)[C:9]([CH:12]([CH3:13])[CH3:14])=[CH:8][CH2:7][C:6]2([CH3:15])[CH3:16].